Task: describe an organic reaction: reactants, conditions, products, and yield. Dataset: the Open Reaction Database (ORD), a public repository of structured organic reaction records Reactants: CCOC(=O)CCCBr, Cc1cccc(O)c1C, CS(C)=O, [LiH], O. The product is CCOC(=O)CCCOc1cccc(C)c1C. As a reaction SMILES: [CH2:10]([CH3:11])[O:12][C:13]([CH2:14][CH2:15][CH2:16][Br:17])=[O:18].[CH3:1][c:2]1[c:3]([OH:9])[cH:4][cH:5][cH:6][c:7]1[CH3:8].[CH3:21][S:22]([CH3:23])=[O:24].[LiH:19].[OH2:20]>>[CH3:1][c:2]1[c:3]([O:9][CH2:16][CH2:15][CH2:14][C:13]([O:12][CH2:10][CH3:11])=[O:18])[cH:4][cH:5][cH:6][c:7]1[CH3:8]. The reactants are CS(=O)C1=NSC(=N1)N1CC(CC(C1)C)C (3-methylsulfinyl-5-(3,5-dimethylpiperidino)-1,2,4-thiadiazole), CC(C#CC)O (3-pentyn-2-ol), [H-].[Na+] (sodium hydride), [H-].[Na+] (sodium hydride), CC(C#CC)O (3-pentyn-2-ol). Run in CN(C=O)C (N,N-dimethylformamide), COC(C)(C)C (tert-butyl methyl ether). Run at time 1.5 hour. The product is CC(C#CC)OC1=NSC(=N1)N1CC(CC(C1)C)C (3-(1-methyl-2-butynyloxy)-5-(3,5-dimethylpiperidino)-1,2,4-thiadiazole). Yield: 96.1%. RXN SMILES: CS([C:4]1[N:8]=[C:7]([N:9]2[CH2:14][CH:13]([CH3:15])[CH2:12][CH:11]([CH3:16])[CH2:10]2)[S:6][N:5]=1)=O.[CH3:17][CH:18]([OH:22])[C:19]#[C:20][CH3:21].[H-].[Na+]>CN(C)C=O.COC(C)(C)C>[CH3:17][CH:18]([O:22][C:4]1[N:8]=[C:7]([N:9]2[CH2:14][CH:13]([CH3:15])[CH2:12][CH:11]([CH3:16])[CH2:10]2)[S:6][N:5]=1)[C:19]#[C:20][CH3:21] |f:2.3|. Reported procedure: In 3 ml of N,N-dimethylformamide were dissolved 287 mg of 3-methylsulfinyl-5-(3,5-dimethylpiperidino)-1,2,4-thiadiazole and 103 mg of 3-pentyn-2-ol, and 58 mg of sodium hydride (oil suspension; content: 60 weight %) was added under ice-cooling. The mixture was stirred for 15 minutes and at room temperature for 1.5 hour. Furthermore, 30 mg of sodium hydride (oil suspension; content: 60 weight %) and 100 mg of 3-pentyn-2-ol were added in the mixture, and the mixture was stirred at room temperature... The reactants are CS(=O)(=O)c1ccc2c(c1)C(=O)N(CC(F)(F)F)C2=O, CO, O. Yields the product CS(=O)(=O)c1ccc2c(c1)C(O)N(CC(F)(F)F)C2=O. Reaction SMILES: [CH3:1][S:2](=[O:3])(=[O:4])[c:5]1[cH:6][c:7]2[c:11]([cH:12][cH:13]1)[C:10](=[O:14])[N:9]([CH2:15][C:16]([F:17])([F:18])[F:19])[C:8]2=[O:20].[CH3:21][OH:22].[OH2:23]>>[CH3:1][S:2](=[O:3])(=[O:4])[c:5]1[cH:6][c:7]2[c:11]([cH:12][cH:13]1)[C:10](=[O:14])[N:9]([CH2:15][C:16]([F:17])([F:18])[F:19])[CH:8]2[OH:20].